Task: describe an organic reaction: reactants, conditions, products, and yield. Dataset: the Open Reaction Database (ORD), a public repository of structured organic reaction records Starting materials: Cl (hydrochloric acid), C(C)OC(=O)C1=C(C=CC=C1)OCCCC(=O)OCC (ethyl 4-(2-ethoxycarbonylphenyloxy)-butyrate), [H-].[Na+] (sodium hydride), C(C)O (ethanol). The solvent is C1(=CC=CC=C1)C (toluene). Conditions: temperature 82.5 celsius, time 2 hour. Product: O=C1C2=C(OCCC1C(=O)OCC)C=CC=C2 (ethyl 1,2,3,4-tetrahydro-5-oxo-benz[b]oxepine-4-carboxylate). Yield: 83.3%. Reaction SMILES: C(O[C:4]([C:6]1[CH:11]=[CH:10][CH:9]=[CH:8][C:7]=1[O:12][CH2:13][CH2:14][CH2:15][C:16]([O:18][CH2:19][CH3:20])=[O:17])=[O:5])C.[H-].[Na+].C(O)C.Cl>C1(C)C=CC=CC=1>[O:5]=[C:4]1[CH:15]([C:16]([O:18][CH2:19][CH3:20])=[O:17])[CH2:14][CH2:13][O:12][C:7]2[CH:8]=[CH:9][CH:10]=[CH:11][C:6]1=2 |f:1.2|. Procedure details: A mixture of ethyl 4-(2-ethoxycarbonylphenyloxy)-butyrate (13.0 g, 46.4 mmol), 60% sodium hydride (5.56 g, 139 mmol), ethanol (2.5 ml) and toluene (250 ml) was stirred at 80-85° C. for 2 hours. The reaction mixture was poured into cold 1N hydrochloric acid and extracted twice with ethyl acetate, and the extract solution was washed with a 5% aqueous sodium chloride solution and dried over anhydrous magnesium sulfate. The solvent was distilled off under reduced pressure and the resulting residue w... Conditions: temperature 0 celsius, time 40 hour. Reactants: ClC1=C(C=C2C(=CNC2=C1)C=O)C1=CC=C(OCCNC(C)=O)C=C1 (N-{2-[4-(6-chloro-3-formyl-1H-indol-5-yl)phenoxy]ethyl}acetamide), CC(C)=CC (2-methyl-2-butene), Cl(=O)[O-].[Na+] (sodium chlorite), OP(=O)(O)[O-].[Na+] (sodium phosphate monobasic). Procedure: To a solution of N-{2-[4-(6-chloro-3-formyl-1H-indol-5-yl)phenoxy]ethyl}acetamide (80 mg, 0.23 mmol) in acetonitrile (3 mL) was added tert-butanol (3 mL) and 2-methyl-2-butene (1.89 mL). The reaction mixture was cooled to 0° C., and treated with a solution of sodium chlorite (452 mg, 6.74 mmol) and sodium phosphate monobasic (930 g, 6.74 mmol) in water (3 mL) dropwise. The reaction mixture was stirred at room temperature for 40 h. The reaction mixture was quenched with sodium sulfite and concent... Reaction SMILES: [Cl:1][C:2]1[CH:10]=[C:9]2[C:5]([C:6]([CH:11]=[O:12])=[CH:7][NH:8]2)=[CH:4][C:3]=1[C:13]1[CH:25]=[CH:24][C:16]([O:17][CH2:18][CH2:19][NH:20][C:21](=[O:23])[CH3:22])=[CH:15][CH:14]=1.CC(=CC)C.Cl([O-])=[O:32].[Na+].OP([O-])(O)=O.[Na+]>C(#N)C.O.C(O)(C)(C)C>[C:21]([NH:20][CH2:19][CH2:18][O:17][C:16]1[CH:24]=[CH:25][C:13]([C:3]2[CH:4]=[C:5]3[C:9](=[CH:10][C:2]=2[Cl:1])[NH:8][CH:7]=[C:6]3[C:11]([OH:32])=[O:12])=[CH:14][CH:15]=1)(=[O:23])[CH3:22] |f:2.3,4.5|. Isolated yield 25.7%. Solvent: C(C)#N (acetonitrile), C(C)(C)(C)O (tert-butanol), O (water). Product: C(C)(=O)NCCOC1=CC=C(C=C1)C=1C=C2C(=CNC2=CC1Cl)C(=O)O (5-{4-[2-(acetylamino)ethoxy]phenyl}-6-chloro-1H-indole-3-carboxylic acid). Reactants: Cl (hydrochloric acid), FC(CCC(C#N)C#N)(F)F (2-(3,3,3-trifluoropropyl)malononitrile), BrCCCCBr (1,4-dibromobutane), C([O-])([O-])=O.[K+].[K+] (potassium carbonate). Solvent: CS(=O)C (dimethyl sulfoxide). Conditions: time 2 hour. Yields the product BrCCCCC(C#N)(C#N)CCC(F)(F)F (2-(4-bromobutyl)-2-(3,3,3-trifluoropropyl)malononitrile). The yield is 52.9%. Reaction SMILES: [F:1][C:2]([F:11])([F:10])[CH2:3][CH2:4][CH:5]([C:8]#[N:9])[C:6]#[N:7].[Br:12][CH2:13][CH2:14][CH2:15][CH2:16]Br.C(=O)([O-])[O-].[K+].[K+].Cl>CS(C)=O>[Br:12][CH2:13][CH2:14][CH2:15][CH2:16][C:5]([CH2:4][CH2:3][C:2]([F:10])([F:11])[F:1])([C:8]#[N:9])[C:6]#[N:7] |f:2.3.4|. Procedure: 3.3 g of 2-(3,3,3-trifluoropropyl)malononitrile and 8.6 g of 1,4-dibromobutane were dissolved in 20 ml of dimethyl sulfoxide, 3.0 g of potassium carbonate was added, and the mixture was stirred at room temperature for 2 hours. Thereafter, dilute hydrochloric acid was added to the reaction mixture, followed by extraction with methyl tert-butyl ether. The organic layer was washed successively with water, aqueous saturated sodium hydrogen carbonate and aqueous sodium chloride, dried over anhydrous ...